This data is from the Open Reaction Database (ORD), a public repository of structured organic reaction records. The task is: describe an organic reaction: reactants, conditions, products, and yield Starting materials: P(Cl)(Cl)(Cl)(Cl)Cl (phosphorus pentachloride), C1(CCCCCCCCCCCN1)=O (laurolactam), BrBr (bromine). The yield is 45.9%. As a reaction SMILES: [C:1]1(=[O:14])[NH:13][CH2:12][CH2:11][CH2:10][CH2:9][CH2:8][CH2:7][CH2:6][CH2:5][CH2:4][CH2:3][CH2:2]1.P(Cl)(Cl)(Cl)(Cl)Cl.[Br:21]Br>C(Cl)(Cl)Cl.II>[Br:21][CH:3]1[CH2:4][CH2:5][CH2:6][CH2:7][CH2:8][CH2:9][CH2:10][CH2:11][CH2:12][NH:13][C:1](=[O:14])[CH2:2]1. Reagents/catalysts: II (iodine). Yields the product BrC1CC(=O)NCCCCCCCCC1 (3-bromolaurolactam). Solvent: C(Cl)(Cl)Cl (chloroform). Reported procedure: 19.7 g of laurolactam in 100 ml of chloroform were cooled to 0° C. 20.8 g of phosphorus pentachloride were added portionwise over a period of 40 minutes while keeping the temperature below 5° C. There was then added 0.2 g of iodine, followed by 16.0 g (0.2 mol) of bromine over a period of 20 minutes. The mixture was heated under reflux for 4 hours, cooled, evaporated and poured on to ice. The product was taken up in chloroform, washed with sodium hydrogen sulfate solution, dried over anhydrous m... The reactants are Cl (HCl), C(=O)(N1C=NC=C1)N1C=NC=C1 (1,1′-Carbonyldiimidazole), C1(=CC(=CC(=C1)C(=O)O)C(=O)O)C (toluene-3,5-dicarboxylic acid), C1CCC2=NCCCN2CC1 (DBU), CC(C)(C)O (t-BuOH). Run in CCOCC (ether), CN(C)C=O (DMF). Conditions: temperature 40 celsius. The product is C1(=CC(=CC(=C1)C(=O)OC(C)(C)C)C(=O)OC(C)(C)C)C (di-tert-butyl toluene-3,5-dicarboxylate). The yield is 83.8%. Reaction SMILES: [C:1](N1C=CN=C1)(N1C=CN=C1)=O.[C:13]1([CH3:25])[CH:18]=[C:17]([C:19]([OH:21])=[O:20])[CH:16]=[C:15]([C:22]([OH:24])=[O:23])[CH:14]=1.[CH2:26]1[CH2:36][CH2:35]N2C(=NCCC2)CC1.[CH3:37][C:38](O)([CH3:40])[CH3:39].Cl>CN(C=O)C.CCOCC>[C:13]1([CH3:25])[CH:18]=[C:17]([C:19]([O:21][C:38]([CH3:40])([CH3:39])[CH3:37])=[O:20])[CH:16]=[C:15]([C:22]([O:24][C:36]([CH3:35])([CH3:26])[CH3:1])=[O:23])[CH:14]=1. Procedure: 1,1′-Carbonyldiimidazole (6.67 g, 0.0411 mol) was added to a solution of toluene-3,5-dicarboxylic acid (2) (3.364 g, 0.0187 mol) in DMF (30 mL) and the resulting mixture stirred at 40° C. under N2. After 1.5 h DBU (6.15 mL, 0.041 mol) and t-BuOH (7.7 mL, 0.0822 mol) were added. After 24 h the solution was cooled, ether (150 mL) added and the mixture acidified (HCl (aq.), 1.5 M). The ethereal layer was separated and the aqueous layer further extracted (ether, 150 mL). The organic fractions were c... Reactants: solid, Cl.O1COC2=C1C=CC=C2C2CCN(CC2)CC[C@@H]2CC[C@H](CC2)N (Trans-4-[2-(4-Benzo[1,3]dioxol-4-yl-piperidin-1-yl)-ethyl]-cyclohexylamine hydrochloride), Cl.O1COC2=C1C=CC=C2C2CCN(CC2)CC[C@@H]2CC[C@H](CC2)N (Trans-4-[2-(4-Benzo[1,3]dioxol-4-yl-piperidin-1-yl)-ethyl]-cyclohexylamine hydrochloride), O1[C@@H](CCCC1)CC(=O)O ((S)-2-(tetrahydro-2H-pyran-2-yl)acetic acid). Product: O1COC2=C1C=CC=C2C2CCN(CC2)CC[C@@H]2CC[C@H](CC2)NC(C[C@H]2OCCCC2)=O (Trans-N-{4-[2-(4-Benzo[1,3]dioxol-4-yl-piperidin-1-yl)-ethyl]-cyclohexyl}-2-(S)-tetrahydro-pyran-2-yl-acetamide). Reaction SMILES: Cl.[O:2]1[C:6]2[CH:7]=[CH:8][CH:9]=[C:10]([CH:11]3[CH2:16][CH2:15][N:14]([CH2:17][CH2:18][C@H:19]4[CH2:24][CH2:23][C@H:22]([NH2:25])[CH2:21][CH2:20]4)[CH2:13][CH2:12]3)[C:5]=2[O:4][CH2:3]1.[O:26]1[CH2:31][CH2:30][CH2:29][CH2:28][C@H:27]1[CH2:32][C:33](O)=[O:34]>>[O:2]1[C:6]2[CH:7]=[CH:8][CH:9]=[C:10]([CH:11]3[CH2:16][CH2:15][N:14]([CH2:17][CH2:18][C@H:19]4[CH2:20][CH2:21][C@H:22]([NH:25][C:33](=[O:34])[CH2:32][C@@H:27]5[CH2:28][CH2:29][CH2:30][CH2:31][O:26]5)[CH2:23][CH2:24]4)[CH2:13][CH2:12]3)[C:5]=2[O:4][CH2:3]1 |f:0.1|. Reported procedure: The title compound, off-white solid (21.5 mg, 67.3%), MS (ISP) m/z=457.3 [(M+H)+], was prepared in accordance with the general method of example 1 from Trans-4-[2-(4-Benzo[1,3]dioxol-4-yl-piperidin-1-yl)-ethyl]-cyclohexylamine hydrochloride (intermediate A) (25.7 mg, 0.070 mmol) and (S)-2-(tetrahydro-2H-pyran-2-yl)acetic acid Starting materials: COC(=O)C(=Cc1ccc(N)c(C(C)C)c1)NC(C)=O, CCO, [H][H]. Product: COC(=O)C(Cc1ccc(N)c(C(C)C)c1)NC(C)=O. Reaction SMILES: [C:1]([CH3:2])(=[O:3])[NH:4][C:5]([C:6](=[O:7])[O:8][CH3:9])=[CH:10][c:11]1[cH:12][c:13]([CH:18]([CH3:19])[CH3:20])[c:14]([NH2:17])[cH:15][cH:16]1.[CH3:23][CH2:24][OH:25].[H:21][H:22]>>[C:1]([CH3:2])(=[O:3])[NH:4][CH:5]([C:6](=[O:7])[O:8][CH3:9])[CH2:10][c:11]1[cH:12][c:13]([CH:18]([CH3:19])[CH3:20])[c:14]([NH2:17])[cH:15][cH:16]1.